This data is from the Open Reaction Database (ORD), a public repository of structured organic reaction records. The task is: describe an organic reaction: reactants, conditions, products, and yield Reactants: [Br-], C1CCOC1, COc1cc(Cl)cc(Cl)c1C1=NC(C)(C)CO1, Fc1ccc(Br)cc1, Fc1ccc([Mg+])cc1, [Mg]. Product: CC1(C)COC(c2c(Cl)cc(Cl)cc2-c2ccc(F)cc2)=N1. RXN SMILES: [Br-:1].[CH2:36]1[O:37][CH2:38][CH2:39][CH2:40]1.[Cl:19][c:20]1[c:21]([C:29]2=[N:33][C:32]([CH3:34])([CH3:35])[CH2:31][O:30]2)[c:22]([O:27][CH3:28])[cH:23][c:24]([Cl:26])[cH:25]1.[F:10][c:11]1[cH:12][cH:13][c:14]([Br:15])[cH:16][cH:17]1.[F:2][c:3]1[cH:4][cH:5][c:6]([Mg+:9])[cH:7][cH:8]1.[Mg:18]>>[F:2][c:3]1[cH:4][cH:5][c:6](-[c:22]2[c:21]([C:29]3=[N:33][C:32]([CH3:34])([CH3:35])[CH2:31][O:30]3)[c:20]([Cl:19])[cH:25][c:24]([Cl:26])[cH:23]2)[cH:7][cH:8]1. The reactants are CCOC(C)=O, Cn1c(C(=O)NC(CCCNC(=O)OCc2ccccc2)C(=O)NC2CCCC2C(=O)OC(C)(C)C)cc2ccccc21, ClC(Cl)Cl, Cl. Product: Cn1c(C(=O)NC(CCCNC(=O)OCc2ccccc2)C(=O)NC2CCCC2C(=O)O)cc2ccccc21. As a reaction SMILES: [C:44]([O:45][CH2:46][CH3:47])(=[O:48])[CH3:49].[CH2:1]([c:2]1[cH:3][cH:4][cH:5][cH:6][cH:7]1)[O:8][C:9](=[O:10])[NH:11][CH2:12][CH2:13][CH2:14][CH:15]([NH:16][C:17](=[O:18])[c:19]1[n:20]([CH3:28])[c:21]2[cH:22][cH:23][cH:24][cH:25][c:26]2[cH:27]1)[C:29](=[O:30])[NH:31][CH:32]1[CH:33]([C:37](=[O:38])[O:39][C:40]([CH3:41])([CH3:42])[CH3:43])[CH2:34][CH2:35][CH2:36]1.[CH:51]([Cl:52])([Cl:53])[Cl:54].[ClH:50]>>[CH2:1]([c:2]1[cH:3][cH:4][cH:5][cH:6][cH:7]1)[O:8][C:9](=[O:10])[NH:11][CH2:12][CH2:13][CH2:14][CH:15]([NH:16][C:17](=[O:18])[c:19]1[n:20]([CH3:28])[c:21]2[cH:22][cH:23][cH:24][cH:25][c:26]2[cH:27]1)[C:29](=[O:30])[NH:31][CH:32]1[CH:33]([C:37](=[O:38])[OH:39])[CH2:34][CH2:35][CH2:36]1. Starting materials: CC(C(=O)N1C(O[C@H]([C@@H]1C1=CC=CC=C1)C(=O)OC)C1=CC(=C(C=C1)OC)OC)=CC1=CC=CC=C1 (Methyl (4S,5R)-N-(α-methylcinnamoyl)-2-(3′,4′-dimethoxyphenyl)- 4-phenyl-5-oxazolidine carboxylate), [Li+].[OH-] (LiOH), Cl (HCl). Run in C1CCOC1 (THF). Reaction conditions: time 30 minute. Product: CC(C(=O)N1C(O[C@H]([C@@H]1C1=CC=CC=C1)C(=O)O)C1=CC(=C(C=C1)OC)OC)=CC1=CC=CC=C1 ((4S,5R)-N-(α-methylcinnamoyl)-2-(3′,4′-dimethoxyphenyl)- 4-phenyl-5-oxazolidine carboxylic acid). Reaction SMILES: [CH3:1][C:2](=[CH:30][C:31]1[CH:36]=[CH:35][CH:34]=[CH:33][CH:32]=1)[C:3]([N:5]1[C@@H:9]([C:10]2[CH:15]=[CH:14][CH:13]=[CH:12][CH:11]=2)[C@H:8]([C:16]([O:18]C)=[O:17])[O:7][CH:6]1[C:20]1[CH:25]=[CH:24][C:23]([O:26][CH3:27])=[C:22]([O:28][CH3:29])[CH:21]=1)=[O:4].[Li+].[OH-].Cl>C1COCC1>[CH3:1][C:2](=[CH:30][C:31]1[CH:32]=[CH:33][CH:34]=[CH:35][CH:36]=1)[C:3]([N:5]1[C@@H:9]([C:10]2[CH:11]=[CH:12][CH:13]=[CH:14][CH:15]=2)[C@H:8]([C:16]([OH:18])=[O:17])[O:7][CH:6]1[C:20]1[CH:25]=[CH:24][C:23]([O:26][CH3:27])=[C:22]([O:28][CH3:29])[CH:21]=1)=[O:4] |f:1.2|. Procedure details: Compound 3 (25 g) in 125 ml of THF was added with 63 ml of 1N LiOH at room temperature. After 30 minutes, the mixture was adjusted to a pH of 2 by adding 1N HCl. After separation of the aqueous part, the organic part was washed with brine and dried over MgSO4. Removing the solvent under reduced pressure gave quantitatively Compound 4. The reactants are C1(=CC=CC=C1)S (Thiophenol), BrC1=NC(=CC=C1)Br (2,6-dibromopyridine). Run in O (water), CN(P(N(C)C)(N(C)C)=O)C (hexamethylphosphorictriamide), O1CCCC1 (tetrahydrofuran), CN(P(N(C)C)(N(C)C)=O)C (hexamethylphosphorictriamide), O1CCCC1 (tetrahydrofuran), CN(P(N(C)C)(N(C)C)=O)C (hexamethylphosphorictriamide). Reaction conditions: time 8 hour. Yields the product BrC1=NC(=CC=C1)SC1=CC=CC=C1 (2-bromo-6-phenylthiopyridine). Reaction SMILES: [C:1]1([SH:7])[CH:6]=[CH:5][CH:4]=[CH:3][CH:2]=1.[Br:8][C:9]1[CH:14]=[CH:13][CH:12]=[C:11](Br)[N:10]=1>O1CCCC1.CN(C)P(=O)(N(C)C)N(C)C.O>[Br:8][C:9]1[CH:14]=[CH:13][CH:12]=[C:11]([S:7][C:1]2[CH:6]=[CH:5][CH:4]=[CH:3][CH:2]=2)[N:10]=1. Procedure details: To sodium hydride, 0.91 g, (22.3 mmol) (washed with hexane) is added, under nitrogen, 8 ml of tetrahydrofuran. The suspension is then cooled in an ice bath. Thiophenol (2.32 g, 21.1 mmol) in 8 ml of tetrahydrofuran is added dropwise over 30 minutes, after which 4 ml of hexamethylphosphorictriamide is added. The solution is added dropwise over 15 hr to 5 g (21.1 mmol) 2,6-dibromopyridine in 8 ml tetrahydrofuran and 2 ml hexamethylphosphorictriamide at 24°. The reaction mixture is stirred overnigh... The reactants are C1(=CC=CC=C1)C (toluene), [H-].[Na+] (sodium hydride), ClC1=NC(=CC(=C1)C=1NC(C(C(N1)=O)(C(=O)OC)CC)CC)Cl (2-(2,6-dichloro-4-pyridyl)-5,6-diethyl-5-methoxycarbonyl-5,6-dihydropyrimidin-4-one). Run in CN(C=O)C (dimethylformamide), CN(C=O)C (dimethylformamide). Conditions: time 8 hour. The product is ClC1=NC(=CC(=C1)C1=NC(C(C(N1CC#C)=O)(C(=O)OC)CC)CC)Cl (2-(2,6-dichloro-4-pyridyl)-5,6-diethyl-5-methoxycarbonyl-3-propargyl-5,6-dihydropyrimidin-4-one). Isolated yield 98.0%. RXN SMILES: [H-].[Na+].[Cl:3][C:4]1[CH:9]=[C:8]([C:10]2[NH:11][CH:12]([CH2:23][CH3:24])[C:13]([CH2:21][CH3:22])([C:17]([O:19][CH3:20])=[O:18])[C:14](=[O:16])[N:15]=2)[CH:7]=[C:6]([Cl:25])[N:5]=1.[C:26]1(C)[CH:31]=CC=C[CH:27]=1>CN(C)C=O>[Cl:3][C:4]1[CH:9]=[C:8]([C:10]2[N:15]([CH2:31][C:26]#[CH:27])[C:14](=[O:16])[C:13]([CH2:21][CH3:22])([C:17]([O:19][CH3:20])=[O:18])[CH:12]([CH2:23][CH3:24])[N:11]=2)[CH:7]=[C:6]([Cl:25])[N:5]=1 |f:0.1|. Procedure details: To 3.15 g (78 mmol) of sodium hydride in 50 mL of dimethylformamide at 0° C. was added dropwise over 1.5 hr a solution of 26.9 g (75 mmol) of 2-(2,6-dichloro-4-pyridyl)-5,6-diethyl-5-methoxycarbonyl-5,6-dihydropyrimidin-4-one in 200 mL of dimethylformamide. When this addition was complete 12.5 mL (16.73 g, 112.5 mmol) of 80% propargyl brmide in toluene was added and the reaction stirred at room temperature overnight. Upon completion the reaction was quenched onto 600 mL of ice/water, extracted w... The reactants are CCOC(=O)c1ccc2c(c1)CC(C)(C)C(c1ccc(N3CCOCC3)cc1)N2, CO, Cl, [Li+], C1CCOC1, [OH-], O, O. Yields the product CC1(C)Cc2cc(C(=O)O)ccc2NC1c1ccc(N2CCOCC2)cc1. As a reaction SMILES: [CH2:1]([CH3:2])[O:3][C:4](=[O:5])[c:6]1[cH:7][c:8]2[c:13]([cH:14][cH:15]1)[NH:12][CH:11]([c:16]1[cH:17][cH:18][c:19]([N:22]3[CH2:23][CH2:24][O:25][CH2:26][CH2:27]3)[cH:20][cH:21]1)[C:10]([CH3:28])([CH3:29])[CH2:9]2.[CH3:35][OH:36].[ClH:34].[Li+:32].[O:37]1[CH2:38][CH2:39][CH2:40][CH2:41]1.[OH-:31].[OH2:30].[OH2:33]>>[O:3]=[C:4]([OH:5])[c:6]1[cH:7][c:8]2[c:13]([cH:14][cH:15]1)[NH:12][CH:11]([c:16]1[cH:17][cH:18][c:19]([N:22]3[CH2:23][CH2:24][O:25][CH2:26][CH2:27]3)[cH:20][cH:21]1)[C:10]([CH3:28])([CH3:29])[CH2:9]2. Reactants: C(C)(C)(C)OC(=O)N1CCC(CC1)C(NC1=C(C=CC=C1)OC1=CC=C(C=C1)OC(F)(F)F)=O (4-[2-(4-Trifluoromethoxy-phenoxy)-phenylcarbamoyl]-piperidine-1-carboxylic acid tert-butyl ester), C([O-])([O-])=O.[K+].[K+] (potassium carbonate), O (water), C(=O)(C(F)(F)F)O (TFA). The solvent is C(Cl)Cl (DCM). Reaction conditions: temperature 0 celsius, time 1.5 hour. Yields the product FC(OC1=CC=C(OC2=C(C=CC=C2)NC(=O)C2CCNCC2)C=C1)(F)F (Piperidine-4-carboxylic acid [2-(4-trifluoromethoxy-phenoxy)-phenyl]-amide). RXN SMILES: C(OC([N:8]1[CH2:13][CH2:12][CH:11]([C:14](=[O:34])[NH:15][C:16]2[CH:21]=[CH:20][CH:19]=[CH:18][C:17]=2[O:22][C:23]2[CH:28]=[CH:27][C:26]([O:29][C:30]([F:33])([F:32])[F:31])=[CH:25][CH:24]=2)[CH2:10][CH2:9]1)=O)(C)(C)C.C(O)(C(F)(F)F)=O.C(=O)([O-])[O-].[K+].[K+].O>C(Cl)Cl>[F:32][C:30]([F:31])([F:33])[O:29][C:26]1[CH:25]=[CH:24][C:23]([O:22][C:17]2[CH:18]=[CH:19][CH:20]=[CH:21][C:16]=2[NH:15][C:14]([CH:11]2[CH2:12][CH2:13][NH:8][CH2:9][CH2:10]2)=[O:34])=[CH:28][CH:27]=1 |f:2.3.4|. Procedure details: 4-[2-(4-Trifluoromethoxy-phenoxy)-phenylcarbamoyl]-piperidine-1-carboxylic acid tert-butyl ester (HVB01064, 0.3 g, 0.62 mmol) was dissolved in anhydrous DCM (7 ml), cooled to 0° C. and to this was added TFA (2.8 ml), and the reaction mixture was stirred under nitrogen for 1.5 h. The reaction mixture was poured onto solid potassium carbonate (6 g), and water (25 ml) added. Extracted with DCM and the organic layers dried over anhydrous magnesium sulphate, and evaporated in-vacuo, 0.21 g, 87%. Rf: ... The reactants are C1(CC1)[C@@](CNC(=O)C1=NC(=C(N=C1)Br)C1=CC=C(C=C1)OC(F)(F)F)(C)O (5-bromo-6-(4-trifluoromethoxy-phenyl)-pyrazine-2-carboxylic acid ((R)-2-cyclopropyl-2-hydroxy-propyl)-amide), cuprous iodide, C(#C)C=1C=NC=CC1 (meta-ethynylpyridine). The reagents and catalysts are [Pd](Cl)Cl.C1(=CC=CC=C1)P(C1=CC=CC=C1)C1=CC=CC=C1.C1(=CC=CC=C1)P(C1=CC=CC=C1)C1=CC=CC=C1 (bis(triphenylphosphine) palladium(II) chloride). The solvent is TEA. Product: C1(CC1)[C@@](CNC(=O)C1=NC(=C(N=C1)CCC=1C=NC=CC1)C1=CC=C(C=C1)OC(F)(F)F)(C)O (5-(2-Pyridin-3-yl-ethyl)-6-(4-trifluoromethoxy-phenyl)-pyrazine-2-carboxylic Acid ((R)-2-cyclopropyl-2-hydroxy-propyl)-amide). Reaction SMILES: [CH:1]1([C@:4]([OH:28])([CH3:27])[CH2:5][NH:6][C:7]([C:9]2[CH:14]=[N:13][C:12](Br)=[C:11]([C:16]3[CH:21]=[CH:20][C:19]([O:22][C:23]([F:26])([F:25])[F:24])=[CH:18][CH:17]=3)[N:10]=2)=[O:8])[CH2:3][CH2:2]1.[C:29]([C:31]1[CH:32]=[N:33][CH:34]=[CH:35][CH:36]=1)#[CH:30]>[Pd](Cl)Cl.C1(P(C2C=CC=CC=2)C2C=CC=CC=2)C=CC=CC=1.C1(P(C2C=CC=CC=2)C2C=CC=CC=2)C=CC=CC=1>[CH:1]1([C@:4]([OH:28])([CH3:27])[CH2:5][NH:6][C:7]([C:9]2[CH:14]=[N:13][C:12]([CH2:30][CH2:29][C:31]3[CH:32]=[N:33][CH:34]=[CH:35][CH:36]=3)=[C:11]([C:16]3[CH:21]=[CH:20][C:19]([O:22][C:23]([F:26])([F:25])[F:24])=[CH:18][CH:17]=3)[N:10]=2)=[O:8])[CH2:3][CH2:2]1 |f:2.3.4|. Procedure details: To a solution of 0.1 g 5-bromo-6-(4-trifluoromethoxy-phenyl)-pyrazine-2-carboxylic acid ((R)-2-cyclopropyl-2-hydroxy-propyl)-amide in 2.0 ml of TEA is added at room temperature 0.015 g of bis(triphenylphosphine) palladium(II) chloride, 0.002 g cuprous iodide and 0.034 g meta-ethynylpyridine. The mixture is treated at 100° C., 1½ hours at the microwave. The starting material is consumed, as evidenced by HPLC. To the mixture is 1N HCl solution in water and ethyl acetate. The organic layer is washe...